From a dataset of the Open Reaction Database (ORD), a public repository of structured organic reaction records. describe an organic reaction: reactants, conditions, products, and yield Starting materials: O=C([O-])O, CCN=C=NCCCN(C)C, COc1cc(C(=O)N(C)c2ccc(C)cc2OCCCCCC(=O)N2CCN(C)CC2)ccc1C(=O)O, CN(C)C=O, Cl, CN1CCN(Cc2nc3c(N)cccc3[nH]2)CC1, [Na+]. The product is COc1cc(C(=O)N(C)c2ccc(C)cc2OCCCCCC(=O)N2CCN(C)CC2)ccc1C(=O)Nc1cccc2[nH]c(CN3CCN(C)CC3)nc12. Reaction SMILES: [C:68](=[O:69])([OH:70])[O-:71].[CH2:39]([N:40]=[C:41]=[N:42][CH2:43][CH2:44][CH2:45][N:46]([CH3:47])[CH3:48])[CH3:49].[CH3:1][O:2][c:3]1[c:4]([C:5](=[O:6])[OH:7])[cH:8][cH:9][c:10]([C:12]([N:13]([c:14]2[c:15]([O:21][CH2:22][CH2:23][CH2:24][CH2:25][CH2:26][C:27](=[O:28])[N:29]3[CH2:30][CH2:31][N:32]([CH3:35])[CH2:33][CH2:34]3)[cH:16][c:17]([CH3:20])[cH:18][cH:19]2)[CH3:36])=[O:37])[cH:11]1.[CH3:73][N:74]([CH3:75])[CH:76]=[O:77].[ClH:38].[NH2:50][c:51]1[cH:52][cH:53][cH:54][c:55]2[nH:56][c:57]([CH2:60][N:61]3[CH2:62][CH2:63][N:64]([CH3:67])[CH2:65][CH2:66]3)[n:58][c:59]12.[Na+:72]>>[CH3:1][O:2][c:3]1[c:4]([C:5](=[O:6])[NH:50][c:51]2[cH:52][cH:53][cH:54][c:55]3[nH:56][c:57]([CH2:60][N:61]4[CH2:62][CH2:63][N:64]([CH3:67])[CH2:65][CH2:66]4)[n:58][c:59]23)[cH:8][cH:9][c:10]([C:12]([N:13]([c:14]2[c:15]([O:21][CH2:22][CH2:23][CH2:24][CH2:25][CH2:26][C:27](=[O:28])[N:29]3[CH2:30][CH2:31][N:32]([CH3:35])[CH2:33][CH2:34]3)[cH:16][c:17]([CH3:20])[cH:18][cH:19]2)[CH3:36])=[O:37])[cH:11]1. The reactants are O1CCC(CC1)CO ((tetrahydro-2H-pyran-4-yl)methanol), FC1=CC=C(C=C1)S(=O)(=O)N(CC1COC1)C1=NC=C(C=C1)C(C)C (4-fluoro-N-(5-isopropylpyridin-2-yl)-N-(oxetan-3-ylmethyl)benzenesulfonamide), [H-].[Na+] (sodium hydride). Solvent: CS(=O)C (dimethyl sulfoxide). Reaction conditions: temperature 20 celsius, time 2 hour. Yields the product C(C)(C)C=1C=CC(=NC1)N(S(=O)(=O)C1=CC=C(C=C1)OCC1CCOCC1)CC1COC1 (N-(5-isopropylpyridin-2-yl)-N-(oxetan-3-ylmethyl)-4-((tetrahydro-2H-pyran-4-yl)methoxy)benzenesulfonamide). Isolated yield 79.3%. Reaction SMILES: [O:1]1[CH2:6][CH2:5][CH:4]([CH2:7][OH:8])[CH2:3][CH2:2]1.F[C:10]1[CH:15]=[CH:14][C:13]([S:16]([N:19]([C:25]2[CH:30]=[CH:29][C:28]([CH:31]([CH3:33])[CH3:32])=[CH:27][N:26]=2)[CH2:20][CH:21]2[CH2:24][O:23][CH2:22]2)(=[O:18])=[O:17])=[CH:12][CH:11]=1.[H-].[Na+]>CS(C)=O>[CH:31]([C:28]1[CH:29]=[CH:30][C:25]([N:19]([CH2:20][CH:21]2[CH2:22][O:23][CH2:24]2)[S:16]([C:13]2[CH:14]=[CH:15][C:10]([O:8][CH2:7][CH:4]3[CH2:5][CH2:6][O:1][CH2:2][CH2:3]3)=[CH:11][CH:12]=2)(=[O:18])=[O:17])=[N:26][CH:27]=1)([CH3:33])[CH3:32] |f:2.3|. Procedure details: To a solution of (tetrahydro-2H-pyran-4-yl)methanol (20.08 mg, 0.173 mmol) and 4-fluoro-N-(5-isopropylpyridin-2-yl)-N-(oxetan-3-ylmethyl)benzenesulfonamide (63 mg, 0.173 mmol) in dimethyl sulfoxide (DMSO) (1 mL) stirred in air at room temperature was added sodium hydride (6.91 mg, 0.173 mmol, 60% wt in mineral oil). The reaction mixture was stirred at 20° C. for 2 hours. The reaction mixture was carefully quenched with methanol (2 mL) and water (2 mL), then solvents evaporated in vacuo. The crud... Starting materials: CC(C)C(=O)NC1Cc2[nH]c3ccc(C#N)cc3c2C1, O=C([O-])[O-], CCOC(C)=O, [Cs+], [Cs+], Fc1cccc(CBr)n1, CN(C)C=O. The product is CC(C)C(=O)NC1Cc2c(n(Cc3cccc(F)n3)c3ccc(C#N)cc23)C1. As a reaction SMILES: [C:1](#[N:2])[c:3]1[cH:4][c:5]2[c:6]3[c:7]([nH:8][c:9]2[cH:10][cH:11]1)[CH2:12][CH:13]([NH:15][C:16]([CH:17]([CH3:18])[CH3:19])=[O:20])[CH2:14]3.[C:30](=[O:31])([O-:32])[O-:33].[CH3:41][CH2:42][O:43][C:44]([CH3:45])=[O:46].[Cs+:34].[Cs+:35].[F:21][c:22]1[cH:23][cH:24][cH:25][c:26]([CH2:28][Br:29])[n:27]1.[O:36]=[CH:37][N:38]([CH3:39])[CH3:40]>>[C:1](#[N:2])[c:3]1[cH:4][c:5]2[c:6]3[c:7]([n:8]([CH2:28][c:26]4[cH:25][cH:24][cH:23][c:22]([F:21])[n:27]4)[c:9]2[cH:10][cH:11]1)[CH2:12][CH:13]([NH:15][C:16]([CH:17]([CH3:18])[CH3:19])=[O:20])[CH2:14]3. Reactants: NC1=C(C=C(C=C1)SCC1=CC=CC=C1)/C=C/C(=O)OCC ((E)-ethyl 3-(2-amino-5-(benzylthio)phenyl)acrylate), BrC1=C(C#N)C=C(C(=C1)OC)I (2-bromo-5-iodo-4-methoxybenzonitrile), C([O-])([O-])=O.[Cs+].[Cs+] (cesium carbonate). Reagents/catalysts: C=1C=CC(=CC1)/C=C/C(=O)/C=C/C2=CC=CC=C2.C=1C=CC(=CC1)/C=C/C(=O)/C=C/C2=CC=CC=C2.C=1C=CC(=CC1)/C=C/C(=O)/C=C/C2=CC=CC=C2.[Pd].[Pd] (Pd2(dba)3), CC1(C2=C(C(=CC=C2)P(C3=CC=CC=C3)C4=CC=CC=C4)OC5=C(C=CC=C51)P(C6=CC=CC=C6)C7=CC=CC=C7)C (Xantphos). Run in CCOC(=O)C (EtOAc). Conditions: temperature 110 celsius. Product: C(C1=CC=CC=C1)SC=1C=CC(=C(C1)/C=C/C(=O)OCC)NC1=C(C=C(C(=C1)C#N)Br)OC ((E)-ethyl 3-(5-(benzylthio)-2-((4-bromo-5-cyano-2-methoxyphenyl)amino)phenyl)acrylate). The yield is 92.3%. RXN SMILES: [NH2:1][C:2]1[CH:7]=[CH:6][C:5]([S:8][CH2:9][C:10]2[CH:15]=[CH:14][CH:13]=[CH:12][CH:11]=2)=[CH:4][C:3]=1/[CH:16]=[CH:17]/[C:18]([O:20][CH2:21][CH3:22])=[O:19].[Br:23][C:24]1[CH:31]=[C:30]([O:32][CH3:33])[C:29](I)=[CH:28][C:25]=1[C:26]#[N:27].C(=O)([O-])[O-].[Cs+].[Cs+]>CCOC(C)=O.C1C=CC(/C=C/C(/C=C/C2C=CC=CC=2)=O)=CC=1.C1C=CC(/C=C/C(/C=C/C2C=CC=CC=2)=O)=CC=1.C1C=CC(/C=C/C(/C=C/C2C=CC=CC=2)=O)=CC=1.[Pd].[Pd].CC1(C)C2C(=C(P(C3C=CC=CC=3)C3C=CC=CC=3)C=CC=2)OC2C(P(C3C=CC=CC=3)C3C=CC=CC=3)=CC=CC1=2>[CH2:9]([S:8][C:5]1[CH:6]=[CH:7][C:2]([NH:1][C:29]2[CH:28]=[C:25]([C:26]#[N:27])[C:24]([Br:23])=[CH:31][C:30]=2[O:32][CH3:33])=[C:3](/[CH:16]=[CH:17]/[C:18]([O:20][CH2:21][CH3:22])=[O:19])[CH:4]=1)[C:10]1[CH:15]=[CH:14][CH:13]=[CH:12][CH:11]=1 |f:2.3.4,6.7.8.9.10|. Procedure: A RBF was charged with (E)-ethyl 3-(2-amino-5-(benzylthio)phenyl)acrylate (625 mg, 1.994 mmol, made via Method 42, Steps 1-2), 2-bromo-5-iodo-4-methoxybenzonitrile (809 mg, 2.393 mmol), Xantphos (57.7 mg, 0.100 mmol), Pd2(dba)3 (45.7 mg, 0.050 mmol), and cesium carbonate (1624 mg, 4.99 mmol) were added. A reflux condenser was attached, and the flask was heated to 110° C. overnight. The mixture was cooled, diluted with EtOAc, and filtered through celite with the aid of EtOAc. The filtrate was con... Reactants: [H-].[Na+] (sodium hydride), OCC1=CC=NC=C1 (4-(hydroxymethyl)pyridine), C(C)(=O)OC(CCC1=NC=2N(C(=C1)Cl)N=CC2)C (5-(3-acetoxybutyl)-7-chloropyrazolo[1,5-a]pyrimidine). Run in CN(C)C=O (DMF). Product: OC(CCC1=NC=2N(C(=C1)OCC1=CC=NC=C1)N=CC2)C (5-(3-hydroxybutyl)-7-(4-pyridylmethoxy)-pyrazolo[1,5-a]pyrimidine), crystals. Reaction SMILES: [OH:1][CH2:2][C:3]1[CH:8]=[CH:7][N:6]=[CH:5][CH:4]=1.C([O:12][CH:13]([CH3:26])[CH2:14][CH2:15][C:16]1[CH:21]=[C:20](Cl)[N:19]2[N:23]=[CH:24][CH:25]=[C:18]2[N:17]=1)(=O)C.[H-].[Na+]>CN(C=O)C>[OH:12][CH:13]([CH3:26])[CH2:14][CH2:15][C:16]1[CH:21]=[C:20]([O:1][CH2:2][C:3]2[CH:8]=[CH:7][N:6]=[CH:5][CH:4]=2)[N:19]2[N:23]=[CH:24][CH:25]=[C:18]2[N:17]=1 |f:2.3|. Procedure details: The procedure of Example 1 was followed except using 340 mg of 4-(hydroxymethyl)pyridine, 280 mg of 5-(3-acetoxybutyl)-7-chloropyrazolo[1,5-a]pyrimidine and 105 mg of 60% sodium hydride and using DMF as a solvent. The title compound was obtained as colorless crystals (50 mg). The structure and melting point of the compound obtained are shown in Table 1. The reactants are C1(CC1)C1=CC(=NC=2N1N=CC2I)C2=CC=C(C=C2)C(F)(F)F (7-cyclopropyl-3-iodo-5-(4-trifluoromethyl-phenyl)-pyrazolo[1,5-a]pyrimidine), C(#C)C=1C=NC(=NC1)N (5-Ethynyl-pyrimidin-2-ylamine). Product: C1(CC1)C1=CC(=NC=2N1N=CC2C#CC=2C=NC(=NC2)N)C2=CC=C(C=C2)C(F)(F)F (5-[7-Cyclopropyl-5-(4-trifluoromethyl-phenyl)-pyrazolo[1,5-a]pyrimidin-3-ylethynyl]-pyrimidin-2-ylamine), solid. The yield is 28.0%. As a reaction SMILES: [CH:1]1([C:4]2[N:9]3[N:10]=[CH:11][C:12](I)=[C:8]3[N:7]=[C:6]([C:14]3[CH:19]=[CH:18][C:17]([C:20]([F:23])([F:22])[F:21])=[CH:16][CH:15]=3)[CH:5]=2)[CH2:3][CH2:2]1.[C:24]([C:26]1[CH:27]=[N:28][C:29]([NH2:32])=[N:30][CH:31]=1)#[CH:25]>>[CH:1]1([C:4]2[N:9]3[N:10]=[CH:11][C:12]([C:25]#[C:24][C:26]4[CH:27]=[N:28][C:29]([NH2:32])=[N:30][CH:31]=4)=[C:8]3[N:7]=[C:6]([C:14]3[CH:19]=[CH:18][C:17]([C:20]([F:23])([F:22])[F:21])=[CH:16][CH:15]=3)[CH:5]=2)[CH2:3][CH2:2]1. Procedure details: The title compound was prepared from 7-cyclopropyl-3-iodo-5-(4-trifluoromethyl-phenyl)-pyrazolo[1,5-a]pyrimidine (example C.7 step 4) (215 mg, 0.5 mmol) and 5-ethynyl-pyrimidin-2-ylamine (example D.2 step 2) (60 mg, 0.5 mmol) according to general procedure II. Obtained as a yellow solid (59 mg, 28%). MS (ISP) 421.1 [(M+H)+]. The reactants are CC1(C)OCC(CCON)O1, Cc1ccccc1, Cc1nc(N)nc2c1C(=S)NC(c1ccc(F)cc1Br)C2. Yields the product Cc1nc(N)nc2c1C(=NOCCC1COC(C)(C)O1)NC(c1ccc(F)cc1Br)C2. As a reaction SMILES: [CH3:22][C:23]1([CH3:32])[O:24][CH2:25][CH:26]([CH2:28][CH2:29][O:30][NH2:31])[O:27]1.[CH3:33][c:34]1[cH:35][cH:36][cH:37][cH:38][cH:39]1.[NH2:1][c:2]1[n:3][c:4]([CH3:21])[c:5]2[c:6]([n:7]1)[CH2:8][CH:9]([c:13]1[c:14]([Br:20])[cH:15][c:16]([F:19])[cH:17][cH:18]1)[NH:10][C:11]2=[S:12]>>[NH2:1][c:2]1[n:3][c:4]([CH3:21])[c:5]2[c:6]([n:7]1)[CH2:8][CH:9]([c:13]1[c:14]([Br:20])[cH:15][c:16]([F:19])[cH:17][cH:18]1)[NH:10][C:11]2=[N:31][O:30][CH2:29][CH2:28][CH:26]1[CH2:25][O:24][C:23]([CH3:22])([CH3:32])[O:27]1.